Dataset: the Open Reaction Database (ORD), a public repository of structured organic reaction records. Task: describe an organic reaction: reactants, conditions, products, and yield Reactants: CI, C[O-], CO, O=C(O)c1cnc(S)n1Cc1cc(F)cc(F)c1, [Na+]. Yields the product CSc1ncc(C(=O)O)n1Cc1cc(F)cc(F)c1. Reaction SMILES: [CH3:19][I:20].[CH3:21][O-:22].[CH3:24][OH:25].[F:1][c:2]1[cH:3][c:4]([CH2:5][n:6]2[c:7]([SH:14])[n:8][cH:9][c:10]2[C:11](=[O:12])[OH:13])[cH:15][c:16]([F:18])[cH:17]1.[Na+:23]>>[F:1][c:2]1[cH:3][c:4]([CH2:5][n:6]2[c:7]([S:14][CH3:19])[n:8][cH:9][c:10]2[C:11](=[O:12])[OH:13])[cH:15][c:16]([F:18])[cH:17]1. Yields the product COc1ccc(Cc2cnc(NCCCCc3ncc(Br)cc3C)[nH]c2=O)cc1. Starting materials: Cc1cc(Br)cnc1CCCCN, COc1ccc(Cc2cnc(SC)[nH]c2=O)cc1, c1ccncc1. RXN SMILES: [Br:1][c:2]1[cH:3][c:4]([CH3:13])[c:5]([CH2:8][CH2:9][CH2:10][CH2:11][NH2:12])[n:6][cH:7]1.[CH3:14][O:15][c:16]1[cH:17][cH:18][c:19]([CH2:20][c:21]2[c:22](=[O:29])[nH:23][c:24]([S:27][CH3:28])[n:25][cH:26]2)[cH:30][cH:31]1.[cH:32]1[cH:33][cH:34][n:35][cH:36][cH:37]1>>[Br:1][c:2]1[cH:3][c:4]([CH3:13])[c:5]([CH2:8][CH2:9][CH2:10][CH2:11][NH:12][c:24]2[nH:23][c:22](=[O:29])[c:21]([CH2:20][c:19]3[cH:18][cH:17][c:16]([O:15][CH3:14])[cH:31][cH:30]3)[cH:26][n:25]2)[n:6][cH:7]1. The reactants are C1(=CC=CC=C1)CCCCCCCC (1-phenyloctane), ice water, Cl (hydrochloric acid), [Cl-].[Al+3].[Cl-].[Cl-] (aluminium chloride), acid chloride, C(#N)C=1C=C(C=CC1)CC(=O)O (3-cyanophenylacetic acid). Run in C(Cl)Cl (methylene chloride). Yields the product C(CCCCCCC)C1=CC=C(C(CC=2C=C(C#N)C=CC2)=O)C=C1 (3-(4-n-octylphenacyl)benzonitrile). Isolated yield 31.2%. RXN SMILES: [C:1]([C:3]1[CH:4]=[C:5]([CH2:9][C:10]([OH:12])=O)[CH:6]=[CH:7][CH:8]=1)#[N:2].[C:13]1([CH2:19][CH2:20][CH2:21][CH2:22][CH2:23][CH2:24][CH2:25][CH3:26])[CH:18]=[CH:17][CH:16]=[CH:15][CH:14]=1.[Cl-].[Al+3].[Cl-].[Cl-].Cl>C(Cl)Cl>[CH2:19]([C:13]1[CH:14]=[CH:15][C:16]([C:10](=[O:12])[CH2:9][C:5]2[CH:4]=[C:3]([CH:8]=[CH:7][CH:6]=2)[C:1]#[N:2])=[CH:17][CH:18]=1)[CH2:20][CH2:21][CH2:22][CH2:23][CH2:24][CH2:25][CH3:26] |f:2.3.4.5|. Procedure details: The acid chloride prepared from 3-cyanophenylacetic acid (5 g) as described in Example 18 is added at once to 1-phenyloctane (5.9 g, 0.03 moles) in methylene chloride (20 ml). Anhydrous aluminium chloride (4.96 g, 0.037 moles) is added in 1 portion and the resulting mixture heated under reflux for 2 hours. The reaction mixture is cooled and poured into a mixture of ice water (200 ml) and concentrated hydrochloric acid (20 ml). The mixture is extracted with ether (3×50 ml) and the combined extrac... Starting materials: COCOc1ccc(NC(=O)C(C)(C)C)cc1OC, CI, C1CCOC1, O. The product is COCOc1ccc(NC(=O)C(C)(C)C)c(C)c1OC. Reaction SMILES: [CH3:1][O:2][c:3]1[cH:4][c:5]([NH:13][C:14]([C:15]([CH3:16])([CH3:17])[CH3:18])=[O:19])[cH:6][cH:7][c:8]1[O:9][CH2:10][O:11][CH3:12].[CH3:20][I:21].[O:23]1[CH2:24][CH2:25][CH2:26][CH2:27]1.[OH2:22]>>[CH3:1][O:2][c:3]1[c:4]([CH3:20])[c:5]([NH:13][C:14]([C:15]([CH3:16])([CH3:17])[CH3:18])=[O:19])[cH:6][cH:7][c:8]1[O:9][CH2:10][O:11][CH3:12]. The reactants are BrC=1C=NC=2N(C1)N=C(C2)C(=O)O (6-bromo-pyrazolo[1,5-a]pyrimidine-2-carboxylic acid), BrC1=CC=C2CCNC(C2=C1)C (7-Bromo-1-methyl-1,2,3,4-tetrahydro-isoquinoline). The product is BrC1=CC=C2CCN(C(C2=C1)C)C(=O)C1=NN2C(N=CC(=C2)Br)=C1 ((7-Bromo-1-methyl-3,4-dihydro-1H-isoquinolin-2-yl)-(6-bromo-pyrazolo[1,5-a]pyrimidin-2-yl)-methanone). RXN SMILES: [Br:1][C:2]1[CH:3]=[N:4][C:5]2[N:6]([N:8]=[C:9]([C:11]([OH:13])=O)[CH:10]=2)[CH:7]=1.[Br:14][C:15]1[CH:24]=[C:23]2[C:18]([CH2:19][CH2:20][NH:21][CH:22]2[CH3:25])=[CH:17][CH:16]=1>>[Br:14][C:15]1[CH:24]=[C:23]2[C:18]([CH2:19][CH2:20][N:21]([C:11]([C:9]3[CH:10]=[C:5]4[N:4]=[CH:3][C:2]([Br:1])=[CH:7][N:6]4[N:8]=3)=[O:13])[CH:22]2[CH3:25])=[CH:17][CH:16]=1. Reported procedure: In close analogy to the procedure described in Example 1, 6-bromo-pyrazolo[1,5-a]pyrimidine-2-carboxylic acid is reacted with 7-Bromo-1-methyl-1,2,3,4-tetrahydro-isoquinoline to provide the title compound in moderate yield. Starting materials: CC(=O)O, COC(=O)c1ccc2c(C3CCCCC3)c(-c3ccccc3OCc3ccccc3)n(C)c2c1, CO, [OH-], [OH-], [Pd+2]. The product is COC(=O)c1ccc2c(C3CCCCC3)c(-c3ccccc3O)n(C)c2c1. RXN SMILES: [C:37]([OH:38])(=[O:39])[CH3:40].[CH2:1]([c:2]1[cH:3][cH:4][cH:5][cH:6][cH:7]1)[O:8][c:9]1[c:10](-[c:15]2[n:16]([CH3:34])[c:17]3[cH:18][c:19]([C:30](=[O:31])[O:32][CH3:33])[cH:20][cH:21][c:22]3[c:23]2[CH:24]2[CH2:25][CH2:26][CH2:27][CH2:28][CH2:29]2)[cH:11][cH:12][cH:13][cH:14]1.[CH3:35][OH:36].[OH-:41].[OH-:43].[Pd+2:42]>>[OH:8][c:9]1[c:10](-[c:15]2[n:16]([CH3:34])[c:17]3[cH:18][c:19]([C:30](=[O:31])[O:32][CH3:33])[cH:20][cH:21][c:22]3[c:23]2[CH:24]2[CH2:25][CH2:26][CH2:27][CH2:28][CH2:29]2)[cH:11][cH:12][cH:13][cH:14]1. The reactants are C(C)(C)NC(C)C (diisopropylamine), CC(C)(C#C)O (2-methylbut-3-yn-2-ol), NC=1OC[C@@]2(N1)C1=CC(=CC=C1OC1=NC=C(C=C12)Br)O ((R)-2′-amino-3-bromo-5′H-spiro[chromeno[2,3-b]pyridine-5,4′-oxazol]-7-ol), C1CCOC1 (THF), CN(C)C=O (DMF). Reagents/catalysts: [Cu]I (copper(i) iodide), C=1C=CC(=CC1)[P](C=2C=CC=CC2)(C=3C=CC=CC3)[Pd]([P](C=4C=CC=CC4)(C=5C=CC=CC5)C=6C=CC=CC6)([P](C=7C=CC=CC7)(C=8C=CC=CC8)C=9C=CC=CC9)[P](C=1C=CC=CC1)(C=1C=CC=CC1)C=1C=CC=CC1 (tetrakis(triphenylphosphine)palladium). Solvent: O (water). Conditions: temperature 85 celsius. The product is NC=1OC[C@@]2(N1)C1=CC(=CC=C1OC1=NC=C(C=C12)C#CC(C)(C)O)O ((R)-2′-amino-3-(3-hydroxy-3-methylbut-1-ynyl)-5′H-spiro[chromeno[2,3-b]pyridine-5,4′-oxazol]-7-ol). Reaction SMILES: [NH2:1][C:2]1[O:3][CH2:4][C@@:5]2([C:19]3[C:14](=[N:15][CH:16]=[C:17](Br)[CH:18]=3)[O:13][C:12]3[C:7]2=[CH:8][C:9]([OH:21])=[CH:10][CH:11]=3)[N:6]=1.C1COCC1.CN(C=O)C.C(NC(C)C)(C)C.[CH3:39][C:40]([OH:44])([C:42]#[CH:43])[CH3:41]>O.C1C=CC([P]([Pd]([P](C2C=CC=CC=2)(C2C=CC=CC=2)C2C=CC=CC=2)([P](C2C=CC=CC=2)(C2C=CC=CC=2)C2C=CC=CC=2)[P](C2C=CC=CC=2)(C2C=CC=CC=2)C2C=CC=CC=2)(C2C=CC=CC=2)C2C=CC=CC=2)=CC=1.[Cu]I>[NH2:1][C:2]1[O:3][CH2:4][C@@:5]2([C:19]3[C:14](=[N:15][CH:16]=[C:17]([C:43]#[C:42][C:40]([OH:44])([CH3:41])[CH3:39])[CH:18]=3)[O:13][C:12]3[C:7]2=[CH:8][C:9]([OH:21])=[CH:10][CH:11]=3)[N:6]=1 |^1:49,51,70,89|. Procedure details: Combined (R)-2′-amino-3-bromo-5′H-spiro[chromeno[2,3-b]pyridine-5,4′-oxazol]-7-ol (2.259 g, 6.49 mmol), tetrakis(triphenylphosphine)palladium (0.750 g, 0.649 mmol), copper(i) iodide (0.124 g, 0.649 mmol) and THF (26.0 mL, 6.49 mmol) and DMF (26.0 mL, 6.49 mmol) in a reaction tube. Added diisopropylamine (18.19 mL, 130 mmol) then 2-methylbut-3-yn-2-ol (3.17 mL, 32.4 mmol) and flushed the reaction tube with argon. Sealed and heated at 85° C. for 3 hours. The mixture was diluted with water (100 mL)... The reactants are CC(C)(C)OC(=O)N1CCC(Sc2ccccc2C(F)(F)F)CC1, CCN=C=NCCCN(C)C, CCN(C(C)C)C(C)C, Cl, Cl, Cl, O=S(=O)(c1ccccc1C(F)(F)F)C1CCNCC1, CN(C)C=O, O, On1nnc2ccccc21, OO, O=C(O)CNC(=O)c1cc(-c2ccccc2)[nH]n1. Product: O=C(NCC(=O)N1CCC(S(=O)(=O)c2ccccc2C(F)(F)F)CC1)c1cc(-c2ccccc2)[nH]n1. Reaction SMILES: [C:70]([O:71][C:72]([N:73]1[CH2:74][CH2:75][CH:76]([S:77][c:78]2[cH:79][cH:80][cH:81][cH:82][c:83]2[C:84]([F:85])([F:86])[F:87])[CH2:88][CH2:89]1)=[O:90])([CH3:91])([CH3:92])[CH3:93].[CH3:38][CH2:39][N:40]=[C:41]=[N:42][CH2:43][CH2:44][CH2:45][N:46]([CH3:47])[CH3:48].[CH:1]([N:2]([CH2:3][CH3:4])[CH:5]([CH3:6])[CH3:7])([CH3:8])[CH3:9].[ClH:49].[ClH:50].[ClH:96].[F:51][C:52]([c:53]1[c:54]([S:59](=[O:60])(=[O:61])[CH:62]2[CH2:63][CH2:64][NH:65][CH2:66][CH2:67]2)[cH:55][cH:56][cH:57][cH:58]1)([F:68])[F:69].[O:97]=[CH:98][N:99]([CH3:100])[CH3:101].[OH2:102].[OH:28][n:29]1[c:30]2[c:31]([cH:32][cH:33][cH:34][cH:35]2)[n:36][n:37]1.[OH:94][OH:95].[c:10]1(-[c:16]2[cH:17][c:18]([C:21](=[O:22])[NH:23][CH2:24][C:25](=[O:26])[OH:27])[n:19][nH:20]2)[cH:11][cH:12][cH:13][cH:14][cH:15]1>>[c:10]1(-[c:16]2[cH:17][c:18]([C:21](=[O:22])[NH:23][CH2:24][C:25](=[O:27])[N:65]3[CH2:64][CH2:63][CH:62]([S:59]([c:54]4[c:53]([C:52]([F:51])([F:68])[F:69])[cH:58][cH:57][cH:56][cH:55]4)(=[O:60])=[O:61])[CH2:67][CH2:66]3)[n:19][nH:20]2)[cH:11][cH:12][cH:13][cH:14][cH:15]1. Reactants: [Al+3], C1CCOC1, CCOC(=O)c1ccnc(-c2cc(OC)c(OC)c(OC)c2)c1, [H-], [H-], [H-], [H-], [Li+], [Na+], [Na+], O=S(=O)([O-])[O-], O. Yields the product COc1cc(-c2cc(CO)ccn2)cc(OC)c1OC. As a reaction SMILES: [Al+3:25].[CH2:38]1[O:39][CH2:40][CH2:41][CH2:42]1.[CH3:1][O:2][c:3]1[cH:4][c:5](-[c:13]2[cH:14][c:15]([C:16](=[O:17])[O:18][CH2:19][CH3:20])[cH:21][cH:22][n:23]2)[cH:6][c:7]([O:11][CH3:12])[c:8]1[O:9][CH3:10].[H-:24].[H-:27].[H-:28].[H-:29].[Li+:26].[Na+:31].[Na+:32].[O-:33][S:34](=[O:35])(=[O:36])[O-:37].[OH2:30]>>[CH3:1][O:2][c:3]1[cH:4][c:5](-[c:13]2[cH:14][c:15]([CH2:16][OH:17])[cH:21][cH:22][n:23]2)[cH:6][c:7]([O:11][CH3:12])[c:8]1[O:9][CH3:10].